This data is from the Open Reaction Database (ORD), a public repository of structured organic reaction records. The task is: describe an organic reaction: reactants, conditions, products, and yield Reactants: Cc1ccc2[nH]c3c(c2c1)CCN(C(=O)CNC(=O)OC(C)(C)C)C3c1cccc(O)c1, Cl, C1COCCO1. Product: Cl, Cc1ccc2[nH]c3c(c2c1)CCN(C(=O)CN)C3c1cccc(O)c1. As a reaction SMILES: [C:1]([O:2][C:3](=[O:4])[NH:8][CH2:9][C:10](=[O:11])[N:12]1[CH:13]([c:26]2[cH:27][c:28]([OH:32])[cH:29][cH:30][cH:31]2)[c:14]2[nH:15][c:16]3[cH:17][cH:18][c:19]([CH3:25])[cH:20][c:21]3[c:22]2[CH2:23][CH2:24]1)([CH3:5])([CH3:6])[CH3:7].[ClH:33].[O:34]1[CH2:35][CH2:36][O:37][CH2:38][CH2:39]1>>[ClH:33].[NH2:8][CH2:9][C:10](=[O:11])[N:12]1[CH:13]([c:26]2[cH:27][c:28]([OH:32])[cH:29][cH:30][cH:31]2)[c:14]2[nH:15][c:16]3[cH:17][cH:18][c:19]([CH3:25])[cH:20][c:21]3[c:22]2[CH2:23][CH2:24]1.